Dataset: the Open Reaction Database (ORD), a public repository of structured organic reaction records. Task: describe an organic reaction: reactants, conditions, products, and yield Reactants: CC(C)(C)OC(=O)Nc1ccc(-c2nc(Br)ns2)cc1, C1CCOC1, C[Si](C)(C)[N-][Si](C)(C)C, CCOC(C)=O, [Cl-], [Li+], [NH4+], O. Product: CC(C)(C)OC(=O)Nc1ccc(-c2nc(N)ns2)cc1. Reaction SMILES: [Br:1][c:2]1[n:3][s:4][c:5](-[c:7]2[cH:8][cH:9][c:10]([NH:13][C:14]([O:15][C:16]([CH3:17])([CH3:18])[CH3:19])=[O:20])[cH:11][cH:12]2)[n:6]1.[CH2:31]1[O:32][CH2:33][CH2:34][CH2:35]1.[CH3:22][Si:23]([N-:26][Si:24]([CH3:25])([CH3:27])[CH3:28])([CH3:29])[CH3:30].[CH3:39][CH2:40][O:41][C:42]([CH3:43])=[O:44].[Cl-:37].[Li+:21].[NH4+:38].[OH2:36]>>[c:2]1([NH2:26])[n:3][s:4][c:5](-[c:7]2[cH:8][cH:9][c:10]([NH:13][C:14]([O:15][C:16]([CH3:17])([CH3:18])[CH3:19])=[O:20])[cH:11][cH:12]2)[n:6]1. Starting materials: aqueous solution, C([O-])([O-])=O.[Na+].[Na+] (sodium carbonate), BrCC1=CC(=C(C=C1)C(C(=O)OC)C)F (methyl 2-[4-(bromomethyl)-2-fluorophenyl]-propionate), S1C(=CC=C1)B(O)O (2-thiopheneboronic acid). The reagents and catalysts are C1CC(=O)[N-]C1=O.C1=CC=C(C=C1)P(C2=CC=CC=C2)C3=CC=CC=C3.C1=CC=C(C=C1)P(C2=CC=CC=C2)C3=CC=CC=C3.Br[Pd+] (trans-bromo(N-succinimidyl)bis(triphenylphosphine)palladium(II)). Solvent: O1CCCC1 (tetrahydrofuran). The product is FC1=C(C=CC(=C1)CC1=CSC=C1)C(C(=O)O)C (2-[2-fluoro-4-(thiophene-3-ylmethyl)-phenyl]propionic acid). The yield is 88.7%. Reaction SMILES: Br[CH2:2][C:3]1[CH:8]=[CH:7][C:6]([CH:9]([CH3:14])[C:10]([O:12]C)=[O:11])=[C:5]([F:15])[CH:4]=1.[S:16]1[CH:20]=[CH:19][CH:18]=[C:17]1B(O)O.C(=O)([O-])[O-].[Na+].[Na+]>O1CCCC1.C1C(=O)[N-]C(=O)C1.C1C=CC(P(C2C=CC=CC=2)C2C=CC=CC=2)=CC=1.C1C=CC(P(C2C=CC=CC=2)C2C=CC=CC=2)=CC=1.Br[Pd+]>[F:15][C:5]1[CH:4]=[C:3]([CH2:2][C:18]2[CH:19]=[CH:20][S:16][CH:17]=2)[CH:8]=[CH:7][C:6]=1[CH:9]([CH3:14])[C:10]([OH:12])=[O:11] |f:2.3.4,6.7.8.9|. Procedure: Compound 20 (0.88 g, 3.2 mmol) and 2-thiopheneboronic acid (0.87 g, 3.4 mmol) were dissolved in tetrahydrofuran (12 mL) and a 2 M-aqueous solution (4.2 mL) of sodium carbonate. To this solution, trans-bromo(N-succinimidyl)bis(triphenylphosphine)palladium(II) [trans-PdBr(N-Succ)(PPh3)2] (27.5 mg, 1.0 mol %) was added and treated in the same manner as in Example 11. The obtained residue was subjected to silica gel column chromatography and elution with an n-hexane/ethyl acetate (20:1) solution fol... Starting materials: FC(C(=O)O)(F)F (trifluoroacetic acid), C(C)(C)(C)OC(C1=CC=C(C=C1)N=NC1=CC=C(C=C1)OCCCCCCS)=O (4-[4-(6-mercapto-hexyloxy)-phenylazo]-benzoic acid t-butyl ester). Run at time 5 minute. The product is SCCCCCCOC1=CC=C(C=C1)N=NC1=CC=C(C(=O)O)C=C1 (4-[4-(6-Mercapto-hexyloxy)-phenylazo]-benzoic acid). Isolated yield 90.0%. RXN SMILES: FC(F)(F)C(O)=O.C([O:12][C:13](=[O:36])[C:14]1[CH:19]=[CH:18][C:17]([N:20]=[N:21][C:22]2[CH:27]=[CH:26][C:25]([O:28][CH2:29][CH2:30][CH2:31][CH2:32][CH2:33][CH2:34][SH:35])=[CH:24][CH:23]=2)=[CH:16][CH:15]=1)(C)(C)C>>[SH:35][CH2:34][CH2:33][CH2:32][CH2:31][CH2:30][CH2:29][O:28][C:25]1[CH:26]=[CH:27][C:22]([N:21]=[N:20][C:17]2[CH:16]=[CH:15][C:14]([C:13]([OH:36])=[O:12])=[CH:19][CH:18]=2)=[CH:23][CH:24]=1. Procedure details: An excess of trifluoroacetic acid (99%, Acros) was added to 0.2 g of 4-[4-(6-mercapto-hexyloxy)-phenylazo]-benzoic acid t-butyl ester. The mixture was stirred for 5 minutes to dissolve. Excess trifluoroacetic acid was flushed from the vessel using a stream of argon. Acetone was added to the crude mixture to remove unreacted starting materials. The deprotected product acid was solidified by acetone and filtered out. The solid product (compound 2, FIG. 11) was further purified by washing with seve... Procedure details: Dissolve N,N-bis-{3-[butyl-(2-mercapto-ethyl)-amino]-propyl}-4-methyl-benzenesulfonamide (10 mmol) prepared in Scheme IX, step B in dry tetrahydrofuran (50 mL) and cool the solution to -78° C. Add excess dry ammonia followed by excess sodium. Stir the reaction for 4 hours and then warm to room temperature overnight. Add diethyl ether (100 mL) followed by cautious addition of ethanol (30 mL). After stirring for 30 minutes cautiously add water dropwise (5 mL) and then concentrate the reaction unde... The reactants are N (ammonia), C(C)OCC (diethyl ether), C(CCC)N(CCCN(S(=O)(=O)C1=CC=C(C=C1)C)CCCN(CCS)CCCC)CCS (N,N-bis-{3-[butyl-(2-mercapto-ethyl)-amino]-propyl}-4-methyl-benzenesulfonamide), [Na] (sodium). Run in C(C)O (ethanol), O1CCCC1 (tetrahydrofuran), O (water). Yields the product C(CCC)N(CCS)CCCNCCCN(CCS)CCCC (2-[Butyl-(3-{3-[butyl-(2-mercapto-ethyl)-amino]-propylamino}-propyl)-amino]-ethanethiol). As a reaction SMILES: [CH2:1]([N:5]([CH2:31][CH2:32][SH:33])[CH2:6][CH2:7][CH2:8][N:9]([CH2:20][CH2:21][CH2:22][N:23]([CH2:27][CH2:28][CH2:29][CH3:30])[CH2:24][CH2:25][SH:26])S(C1C=CC(C)=CC=1)(=O)=O)[CH2:2][CH2:3][CH3:4].N.[Na].C(OCC)C>O1CCCC1.O.C(O)C>[CH2:1]([N:5]([CH2:6][CH2:7][CH2:8][NH:9][CH2:20][CH2:21][CH2:22][N:23]([CH2:27][CH2:28][CH2:29][CH3:30])[CH2:24][CH2:25][SH:26])[CH2:31][CH2:32][SH:33])[CH2:2][CH2:3][CH3:4] |^1:34|. Reaction conditions: temperature -78 celsius.